Dataset: the Open Reaction Database (ORD), a public repository of structured organic reaction records. Task: describe an organic reaction: reactants, conditions, products, and yield Starting materials: Br[C@@H](C(=O)N1C(OC[C@H]1C1=CC=CC=C1)=O)[C@@H](C)C1=CC=C(C=C1)Br ((4R)-3-[(2R,3S)-2-Bromo-3-(4-bromophenyl)butanoyl]-4-phenyl-1,3-oxazolidin-2-one), [N-]=[N+]=[N-].CN(C(N(C)C)=[NH2+])C (tetramethylguanidinium azide). Run in C(C)#N (acetonitrile). Conditions: time 12 hour. Yields the product N(=[N+]=[N-])[C@H](C(=O)N1C(OC[C@H]1C1=CC=CC=C1)=O)[C@@H](C)C1=CC=C(C=C1)Br ((4R)-3-[(2S,3S)-2-Azido-3-(4-bromophenyl)butanoyl]-4-phenyl-1,3-oxazolidin-2-one). RXN SMILES: Br[C@H:2]([C@H:17]([C:19]1[CH:24]=[CH:23][C:22]([Br:25])=[CH:21][CH:20]=1)[CH3:18])[C:3]([N:5]1[C@H:9]([C:10]2[CH:15]=[CH:14][CH:13]=[CH:12][CH:11]=2)[CH2:8][O:7][C:6]1=[O:16])=[O:4].[N-:26]=[N+:27]=[N-:28].CN(C)C(=[NH2+])N(C)C>C(#N)C>[N:26]([C@@H:2]([C@H:17]([C:19]1[CH:24]=[CH:23][C:22]([Br:25])=[CH:21][CH:20]=1)[CH3:18])[C:3]([N:5]1[C@H:9]([C:10]2[CH:15]=[CH:14][CH:13]=[CH:12][CH:11]=2)[CH2:8][O:7][C:6]1=[O:16])=[O:4])=[N+:27]=[N-:28] |f:1.2|. Reported procedure: To a stirred solution of the product from Step C (2.71 g, 6.39 mmol) in acetonitrile (40 mL) was added tetramethylguanidinium azide (3.51 g, 22.2 mmol). The reaction was stirred at room temperature for 12 h. The solid was filtered off, and the filtrate was evaporated. The crude product was purified by flash chromatography (83:17 hexanes/ethyl acetate) to give the desired product. Reaction SMILES: [CH3:41][C:42]#[N:43].[Cl+3:35]([O-:36])([O-:37])([O-:38])[O-:39].[F:19][c:20]1[cH:21][cH:22][c:23]([CH:26]2[CH2:27][CH2:28][NH:29][CH2:30][CH2:31]2)[n:24][cH:25]1.[F:1][c:2]1[c:3]([C:9]2([CH2:13][n:14]3[n:15][cH:16][n:17][cH:18]3)[O:10][CH:11]2[CH3:12])[cH:4][cH:5][c:6]([F:8])[cH:7]1.[Li+:40].[OH2:32].[OH2:33].[OH2:34]>>[F:1][c:2]1[c:3]([C:9]([OH:10])([CH:11]([CH3:12])[N:29]2[CH2:28][CH2:27][CH:26]([c:23]3[cH:22][cH:21][c:20]([F:19])[cH:25][n:24]3)[CH2:31][CH2:30]2)[CH2:13][n:14]2[n:15][cH:16][n:17][cH:18]2)[cH:4][cH:5][c:6]([F:8])[cH:7]1. Yields the product CC(N1CCC(c2ccc(F)cn2)CC1)C(O)(Cn1cncn1)c1ccc(F)cc1F. Reactants: CC#N, [O-][Cl+3]([O-])([O-])[O-], Fc1ccc(C2CCNCC2)nc1, CC1OC1(Cn1cncn1)c1ccc(F)cc1F, [Li+], O, O, O. Starting materials: C(#N)C=CC1=CC=C(C(=O)O)C=C1 (4-(2-cyanovinyl) benzoic acid), S(=O)(Cl)Cl (thionyl chloride), S(=O)(Cl)Cl (thionyl chloride). Product: C(#N)C=CC1=CC=C(C(=O)Cl)C=C1 (4-(2-cyanovinyl) benzoyl chloride). RXN SMILES: [C:1]([CH:3]=[CH:4][C:5]1[CH:13]=[CH:12][C:8]([C:9](O)=[O:10])=[CH:7][CH:6]=1)#[N:2].S(Cl)([Cl:16])=O>>[C:1]([CH:3]=[CH:4][C:5]1[CH:13]=[CH:12][C:8]([C:9]([Cl:16])=[O:10])=[CH:7][CH:6]=1)#[N:2]. Procedure details: 17.3 parts of 4-(2-cyanovinyl) benzoic acid are made into a paste in 80 parts of thionyl chloride and the mixture is refluxed for 15 minutes. Then the surplus thionyl chloride is eliminated under reduced pressure and the 4-(2-cyanovinyl) benzoyl chloride, which is thus obtained, is purified by being recrystallized in xylene. M.P.: 154° C. The reactants are C(C)(C)(C)OC(=O)N1C(=CC2=CC(=CC=C12)Cl)CN1CC(N(C(C1)=O)CC1=CC(=C(C=C1)C#N)N)C(=O)OC ((±)-2-[4-(3-amino-4-cyano-benzyl)-3-methoxycarbonyl-5-oxo-piperazin-1-ylmethyl]-5-chloro-indole-1-carboxylic acid tert-butyl ester), N1=CN=CN=C1 (1,3,5-triazine), CC(=O)O (HOAc), N1=CN=CN=C1 (1,3,5-triazine), CC(=O)O (HOAc). Run in CCO (EtOH). The product is C(C)(C)(C)OC(=O)N1C(=CC2=CC(=CC=C12)Cl)CN1CC(N(C(C1)=O)CC1=CC=C2C(=NC=NC2=C1)N)C(=O)OC ((±)-2-[4-(4-Amino-quinazolin-7-ylmethyl)-3-methoxycarbonyl-5-oxo-piperazin-1-ylmethyl]-5-chloro-indole-1-carboxylic acid tert-butyl ester). Yield: 24.9%. RXN SMILES: [C:1]([O:5][C:6]([N:8]1[C:16]2[C:11](=[CH:12][C:13]([Cl:17])=[CH:14][CH:15]=2)[CH:10]=[C:9]1[CH2:18][N:19]1[CH2:24][C:23](=[O:25])[N:22]([CH2:26][C:27]2[CH:32]=C[C:30](C#N)=[C:29](N)[CH:28]=2)[CH:21]([C:36]([O:38][CH3:39])=[O:37])[CH2:20]1)=[O:7])([CH3:4])([CH3:3])[CH3:2].[N:40]1[CH:45]=[N:44][CH:43]=[N:42][CH:41]=1.CC(O)=O>CCO>[C:1]([O:5][C:6]([N:8]1[C:16]2[C:11](=[CH:12][C:13]([Cl:17])=[CH:14][CH:15]=2)[CH:10]=[C:9]1[CH2:18][N:19]1[CH2:24][C:23](=[O:25])[N:22]([CH2:26][C:27]2[CH:32]=[C:41]3[C:30]([C:45]([NH2:40])=[N:44][CH:43]=[N:42]3)=[CH:29][CH:28]=2)[CH:21]([C:36]([O:38][CH3:39])=[O:37])[CH2:20]1)=[O:7])([CH3:4])([CH3:3])[CH3:2]. Reported procedure: A solution containing (±)-2-[4-(3-amino-4-cyano-benzyl)-3-methoxycarbonyl-5-oxo-piperazin-1-ylmethyl]-5-chloro-indole-1-carboxylic acid tert-butyl ester (100 mg, 0.18 mmol), 1,3,5-triazine (146 mg, 1.81 mmol), and glacial HOAc (99 mg, 1.81 mmol) in absolute EtOH (10 mL) is maintained at reflux for 16 hours. A second portion of 1,3,5-triazine (146 mg, 1.81 mmol) and glacial HOAc (99 mg, 1.81 mmol) is added and the reaction mixture is maintained at reflux for an additional 16 hours. The reaction m...